This data is from the Open Reaction Database (ORD), a public repository of structured organic reaction records. The task is: describe an organic reaction: reactants, conditions, products, and yield Starting materials: FC(C1=CC=C(C(=O)N)C=C1)(F)F (4-(trifluoromethyl)benzamide), C(C(=O)Cl)(=O)Cl (oxalyl chloride). Run in C(CCl)Cl (EDC). Yields the product FC(C1=CC=C(C(=O)N=C=O)C=C1)(F)F (4-(trifluoromethyl)benzoyl isocyanate), product. RXN SMILES: [F:1][C:2]([F:13])([F:12])[C:3]1[CH:11]=[CH:10][C:6]([C:7]([NH2:9])=[O:8])=[CH:5][CH:4]=1.C(Cl)(=O)[C:15](Cl)=[O:16]>C(Cl)CCl>[F:1][C:2]([F:12])([F:13])[C:3]1[CH:11]=[CH:10][C:6]([C:7]([N:9]=[C:15]=[O:16])=[O:8])=[CH:5][CH:4]=1. Procedure details: The title compound was prepared according to the procedure described in step-2 of Intermediate-8 by using 4-(trifluoromethyl)benzamide (0.200 g, 1.05 mmol), EDC (10 mL) and oxalyl chloride (0.15 mL, 1.58 mmol) to afford 0.200 g of the product. Reactants: O=CN1CCNCC1, ClC(Cl)Cl, CCOC(=O)c1cn(CC)c2nc(Cl)ncc2c1=O. Yields the product CCOC(=O)c1cn(CC)c2nc(N3CCN(C=O)CC3)ncc2c1=O. RXN SMILES: [CH:20](=[O:21])[N:22]1[CH2:23][CH2:24][NH:25][CH2:26][CH2:27]1.[CH:28]([Cl:29])([Cl:30])[Cl:31].[Cl:1][c:2]1[n:3][cH:4][c:5]2[c:6]([n:7]1)[n:8]([CH2:18][CH3:19])[cH:9][c:10]([C:13](=[O:14])[O:15][CH2:16][CH3:17])[c:11]2=[O:12]>>[c:2]1([N:25]2[CH2:24][CH2:23][N:22]([CH:20]=[O:21])[CH2:27][CH2:26]2)[n:3][cH:4][c:5]2[c:6]([n:7]1)[n:8]([CH2:18][CH3:19])[cH:9][c:10]([C:13](=[O:14])[O:15][CH2:16][CH3:17])[c:11]2=[O:12]. Reactants: OCCC=1C=C(CC(C(=O)OC)C(=O)OC)C=CC1OC (dimethyl 2-[3-(2-hydroxyethyl)-4-methoxybenzyl]malonate), ClC1=C(C=CC=C1)N=C=O (2-chlorophenylisocyanate). The product is ClC1=C(NC(=O)OCCC=2C=C(CC(C(=O)OC)C(=O)OC)C=CC2OC)C=CC=C1 (Dimethyl 2-[3-(2-{[(2-chloroanilino)carbonyl]-oxy}ethyl)-4-methoxybenzyl]malonate). RXN SMILES: [OH:1][CH2:2][CH2:3][C:4]1[CH:5]=[C:6]([CH:17]=[CH:18][C:19]=1[O:20][CH3:21])[CH2:7][CH:8]([C:13]([O:15][CH3:16])=[O:14])[C:9]([O:11][CH3:12])=[O:10].[Cl:22][C:23]1[CH:28]=[CH:27][CH:26]=[CH:25][C:24]=1[N:29]=[C:30]=[O:31]>>[Cl:22][C:23]1[CH:28]=[CH:27][CH:26]=[CH:25][C:24]=1[NH:29][C:30]([O:1][CH2:2][CH2:3][C:4]1[CH:5]=[C:6]([CH:17]=[CH:18][C:19]=1[O:20][CH3:21])[CH2:7][CH:8]([C:9]([O:11][CH3:12])=[O:10])[C:13]([O:15][CH3:16])=[O:14])=[O:31]. Procedure: Using dimethyl 2-[3-(2-hydroxyethyl)-4-methoxybenzyl]malonate and 2-chlorophenylisocyanate, the title compound was obtained in the same manner as described in Example 192b). Starting materials: C1(=CC=CC=C1)NO (N-phenylhydroxylamine), ClCC(C(=O)Cl)(C)C (3-chloro-2,2-dimethylpropionyl chloride), N1=CC=CC=C1 (pyridine), CCCCCC (hexane). Run in C(Cl)Cl (methylene chloride), C(Cl)Cl (methylene chloride), C(Cl)Cl (methylene chloride). Conditions: time 30 minute. Yields the product ClCC(C(=O)N(C1=CC=CC=C1)O)(C)C (3-chloro-N-hydroxy-N-phenyl-2,2-dimethylpropanamide). The yield is 25.0%. RXN SMILES: [Cl:1][CH2:2][C:3]([CH3:8])([CH3:7])[C:4](Cl)=[O:5].N1C=CC=CC=1.[C:15]1([NH:21][OH:22])[CH:20]=[CH:19][CH:18]=[CH:17][CH:16]=1.CCCCCC>C(Cl)Cl>[Cl:1][CH2:2][C:3]([CH3:8])([CH3:7])[C:4]([N:21]([OH:22])[C:15]1[CH:20]=[CH:19][CH:18]=[CH:17][CH:16]=1)=[O:5]. Reported procedure: Under an argon atmosphere a stirred solution of 10.0 grams (0.065 mole) of 3-chloro-2,2-dimethylpropionyl chloride (prepared in the manner of Example 1, Step B) in 70 ml of methylene chloride was cooled to -70° and 6.1 grams (0.075 mole) of pyridine was added dropwise. A solution of 7.0 grams (0.065 mole) of N-phenylhydroxylamine in 30 ml of methylene chloride was then added dropwise over a 20-minute period. During the addition the reaction mixture temperature rose to -55°. Upon completion of ad...